The task is: describe an organic reaction: reactants, conditions, products, and yield. This data is from the Open Reaction Database (ORD), a public repository of structured organic reaction records. Starting materials: C(C)OP(=O)(OCC)C(C(=O)OC(C)(C)C)(Br)Br (t-butyl diethylphosphonodibromoacetate), C(C)(C)O (isopropanol), [Sn](Cl)Cl (tin (II) chloride). Solvent: O (water). Run at temperature 0 celsius, time 1 hour. The product is C(C)OP(=O)(OCC)C(C(=O)OC(C)(C)C)Br (t-Butyl diethylphosphonobromoacetate). RXN SMILES: [CH2:1]([O:3][P:4]([C:9](Br)([Br:17])[C:10]([O:12][C:13]([CH3:16])([CH3:15])[CH3:14])=[O:11])([O:6][CH2:7][CH3:8])=[O:5])[CH3:2].C(O)(C)C.[Sn](Cl)Cl>O>[CH2:1]([O:3][P:4]([CH:9]([Br:17])[C:10]([O:12][C:13]([CH3:14])([CH3:16])[CH3:15])=[O:11])([O:6][CH2:7][CH3:8])=[O:5])[CH3:2]. Procedure details: Combine t-butyl diethylphosphonodibromoacetate (75.6 g, 184 mmol) and isopropanol (190 mL). Cool to 0° C. Add a solution of tin (II) chloride (33.2 g, 175 mmol) in water (190 mL). After the addition is complete, warm to ambient temperature. After 1 hour, extract the reaction mixture three times with chloroform. Combine the organic layers and extract with water, dry over MgSO4, filter, and evaporate in vacuo to give the title compound. Starting materials: O(C1=CC=CC=C1)P(=O)(C=C[C@@H]1[C@@H](OCC2=CC=CC=C2)[C@H](OCC2=CC=CC=C2)[C@H](O1)COCC1=CC=CC=C1)OC1=CC=CC=C1 (3,6-anhydro-1,2-dideoxy-1-(diphenoxyphosphinyl)-4,5,7-tris-O-(phenylmethyl)-D-manno-hept-1-enitol). The reagents and catalysts are [Pd] (palladium on carbon). The solvent is C(C)(=O)O (acetic acid), CO (methanol). Product: O(C1=CC=CC=C1)P(=O)(CC[C@@H]1[C@@H](O)[C@H](O)[C@H](O1)CO)OC1=CC=CC=C1 (3,6-anhydro-1,2-dideoxy-1-(diphenoxyphosphinyl)-D-manno-heptitol). Reaction SMILES: [O:1]([P:8]([O:42][C:43]1[CH:48]=[CH:47][CH:46]=[CH:45][CH:44]=1)([CH:10]=[CH:11][C@H:12]1[O:32][C@H:31]([CH2:33][O:34]CC2C=CC=CC=2)[C@@H:22]([O:23]CC2C=CC=CC=2)[C@@H:13]1[O:14]CC1C=CC=CC=1)=[O:9])[C:2]1[CH:7]=[CH:6][CH:5]=[CH:4][CH:3]=1>[Pd].CO.C(O)(=O)C>[O:1]([P:8]([O:42][C:43]1[CH:44]=[CH:45][CH:46]=[CH:47][CH:48]=1)([CH2:10][CH2:11][C@H:12]1[O:32][C@H:31]([CH2:33][OH:34])[C@@H:22]([OH:23])[C@@H:13]1[OH:14])=[O:9])[C:2]1[CH:3]=[CH:4][CH:5]=[CH:6][CH:7]=1. Reported procedure: According to Flowchart C, 2,5-anhydro-D-mannose 24, is protected as the dimethyl acetal 25 which is reacted with sodium hydride in dimethylformamide, followed by benzyl bromide giving 2,5-anhydro-3,4,6-tris-O-(phenylmethyl)-D-mannose, dimethyl acetal 26. Compound 26 is treated with tetrafluoroboric acid in acetonitrile giving 2,5-anhydro-3,4,6-tris-O-(phenylmethyl)-D-mannose 27 which is reacted with diphenyl triphenylphosphoranylidenemethylphosphonate in toluene at reflux, giving 3,6-anhydro-1,2... Starting materials: O=C1CCC(=O)N1Br, ClCCl, O=C(O)C(CC1CCCC1)c1ccc(SC(F)(F)F)cc1, Nc1ccccn1, c1ccc(P(c2ccccc2)c2ccccc2)cc1. Yields the product O=C(Nc1ccccn1)C(CC1CCCC1)c1ccc(SC(F)(F)F)cc1. As a reaction SMILES: [Br:41][N:42]1[C:43](=[O:44])[CH2:45][CH2:46][C:47]1=[O:48].[CH2:56]([Cl:57])[Cl:58].[CH:1]1([CH2:6][CH:7]([C:8](=[O:9])[OH:10])[c:11]2[cH:12][cH:13][c:14]([S:17][C:18]([F:19])([F:20])[F:21])[cH:15][cH:16]2)[CH2:2][CH2:3][CH2:4][CH2:5]1.[NH2:49][c:50]1[n:51][cH:52][cH:53][cH:54][cH:55]1.[c:22]1([P:23]([c:24]2[cH:25][cH:26][cH:27][cH:28][cH:29]2)[c:30]2[cH:31][cH:32][cH:33][cH:34][cH:35]2)[cH:36][cH:37][cH:38][cH:39][cH:40]1>>[CH:1]1([CH2:6][CH:7]([C:8](=[O:10])[NH:49][c:50]2[n:51][cH:52][cH:53][cH:54][cH:55]2)[c:11]2[cH:12][cH:13][c:14]([S:17][C:18]([F:19])([F:20])[F:21])[cH:15][cH:16]2)[CH2:2][CH2:3][CH2:4][CH2:5]1. The reactants are C(C)(C)(C)OC(=O)N1CC(NCC1)(C)C (3,3-dimethyl-piperazine-1-carboxylic acid tert-butyl ester), CCN(C(C)C)C(C)C (DIPEA), COC1=CC=CC(=N1)C(=O)O (6-methoxy-2-pyridinecarboxylic acid), ClC(=C(C)C)N(C)C (1-chloro-N,N,2-trimethylpropenylamine). Run in C1CCOC1 (THF), C(=O)(O)[O-].[Na+] (NaHCO3). Conditions: time 1.5 hour. Yields the product C(C)(C)(C)OC(=O)N1CC(N(CC1)C(=O)C1=NC(=CC=C1)OC)(C)C (4-(6-Methoxy-pyridine-2-carbonyl)-3,3-dimethyl-piperazine-1-carboxylic acid tert-butyl ester). As a reaction SMILES: [CH3:1][O:2][C:3]1[N:8]=[C:7]([C:9]([OH:11])=O)[CH:6]=[CH:5][CH:4]=1.ClC(N(C)C)=C(C)C.[C:20]([O:24][C:25]([N:27]1[CH2:32][CH2:31][NH:30][C:29]([CH3:34])([CH3:33])[CH2:28]1)=[O:26])([CH3:23])([CH3:22])[CH3:21].CCN(C(C)C)C(C)C>C1COCC1.C([O-])(O)=O.[Na+]>[C:20]([O:24][C:25]([N:27]1[CH2:32][CH2:31][N:30]([C:9]([C:7]2[CH:6]=[CH:5][CH:4]=[C:3]([O:2][CH3:1])[N:8]=2)=[O:11])[C:29]([CH3:34])([CH3:33])[CH2:28]1)=[O:26])([CH3:23])([CH3:21])[CH3:22] |f:5.6|. Procedure: A mixture of 410 mg (2.28 mmol) 6-methoxy-2-pyridinecarboxylic acid and 400 μL (3.02 mmol) 1-chloro-N,N,2-trimethylpropenylamine in 10 mL THF was stirred at RT. After 1.5 h, 600 mg (2.66 mmol) 3,3-dimethyl-piperazine-1-carboxylic acid tert-butyl ester and 1.00 mL (5.81 mmol) DIPEA was added and the reaction mixture was stirred at RT for 30 min. The reaction mixture was diluted with saturated NaHCO3 solution and extracted with EtOAc. The combined organic phases were dried over sodium sulfate, fil...